From a dataset of the Open Reaction Database (ORD), a public repository of structured organic reaction records. describe an organic reaction: reactants, conditions, products, and yield RXN SMILES: C(OC([N:8]1[CH2:13][CH2:12][CH:11]([O:14][C:15]2[C:29]([Cl:30])=[CH:28][C:18]3[C:19]([CH3:27])=[C:20]([C:22]([O:24][CH2:25][CH3:26])=[O:23])[O:21][C:17]=3[CH:16]=2)[CH2:10][CH2:9]1)=O)(C)(C)C.[ClH:31]>O1CCOCC1>[CH2:25]([O:24][C:22]([C:20]1[O:21][C:17]2[CH:16]=[C:15]([O:14][CH:11]3[CH2:12][CH2:13][NH:8][CH2:9][CH2:10]3)[C:29]([Cl:30])=[CH:28][C:18]=2[C:19]=1[CH3:27])=[O:23])[CH3:26].[ClH:31]. Solvent: O1CCOCC1 (dioxane). Reaction conditions: time 2 hour. Starting materials: C(C)(C)(C)OC(=O)N1CCC(CC1)OC1=CC2=C(C(=C(O2)C(=O)OCC)C)C=C1Cl (4-(5-chloro-2-ethoxycarbonyl-3-methyl-benzofuran-6-yloxy)-piperidine-1-carboxylic acid tert-butyl ester), Cl (HCl). Reported procedure: The above prepared 4-(5-chloro-2-ethoxycarbonyl-3-methyl-benzofuran-6-yloxy)-piperidine-1-carboxylic acid tert-butyl ester (1.457 g, 3.327 mmol) was dissolved in 8 mL of dioxane and treated with HCl (16.5 mL of 4N [dioxane], 20 eq.) and the mixture kept at ambient temperature for 2 h. Careful evaporation of all solvents and drying yielded 1.36 of the title product as hydrochloride as white crystals, which was further processed without additional purification. Yields the product C(C)OC(=O)C=1OC2=C(C1C)C=C(C(=C2)OC2CCNCC2)Cl (5-Chloro-3-methyl-6-(piperidin-4-yloxy)-benzofuran-2-carboxylic acid ethyl ester), Cl (hydrochloride). Reactants: C(C)(=O)C1C(CCC1)=O (2-acetyl-cyclopentanone), (R,R)-trans-1-[3,5-bis(trifluoromethyl)phenyl]-3-[2-(N,N-dimethylamino)cyclohexyl]thiourea, N(=NC(=O)OC(C)C)C(=O)OC(C)C (diisopropyl azodicarboxylate). Run in C1(=CC=CC=C1)C (toluene). Run at time 18 hour. Product: C(C)(C)OC(=O)N(NC(=O)OC(C)C)C1(C(CCC1)=O)C(C)=O (N,N′-bis(isopropoxycarbonyl)-2-acetyl-2-hydrazinocyclopentanone). Yield: 96.8%. Reaction SMILES: [C:1]([CH:4]1[CH2:8][CH2:7][CH2:6][C:5]1=[O:9])(=[O:3])[CH3:2].[N:10]([C:18]([O:20][CH:21]([CH3:23])[CH3:22])=[O:19])=[N:11][C:12]([O:14][CH:15]([CH3:17])[CH3:16])=[O:13]>C1(C)C=CC=CC=1>[CH:15]([O:14][C:12]([N:11]([C:4]1([C:1](=[O:3])[CH3:2])[CH2:8][CH2:7][CH2:6][C:5]1=[O:9])[NH:10][C:18]([O:20][CH:21]([CH3:23])[CH3:22])=[O:19])=[O:13])([CH3:17])[CH3:16]. Procedure: To a solution of 2-acetyl-cyclopentanone (13.9 mg, 0.11 mol) and (R,R)-trans-1-[3,5-bis(trifluoromethyl)phenyl]-3-[2-(N,N-dimethylamino)cyclohexyl]thiourea (4.1 mg, 0.01 mmol) in toluene (1 mL) was added diisopropyl azodicarboxylate (21.5 μL, 0.10 mmol) at −78° C. After stirring for 18 hr, the reaction mixture was concentrated. The residue was purified by silica gel column (hexane/ethyl acetate=3/1) to give the title compound (31.8 mg, yield: 97%, optical purity: 77% ee). Colorless oil RXN SMILES: [Br:6][c:7]1[cH:8][c:9]([NH:13][C:14]([CH:15]=[N:16][OH:17])=[O:18])[cH:10][cH:11][cH:12]1.[OH2:19].[S:1]([OH:2])(=[O:3])(=[O:4])[OH:5]>>[O:2]=[C:15]1[c:10]2[c:9]([cH:8][c:7]([Br:6])[cH:12][cH:11]2)[NH:13][C:14]1=[O:18]. Starting materials: O=C(C=NO)Nc1cccc(Br)c1, O, O=S(=O)(O)O. The product is O=C1Nc2cc(Br)ccc2C1=O. The reactants are C(#N)C1=CC=C(CNC(C(CNC(OC(C)(C)C)=O)C)=O)C=C1 (tert-butyl (3-((4-cyanobenzyl)amino)-2-methyl-3-oxopropyl)carbamate), C(=O)(C(F)(F)F)O (TFA). The product is NCC(C(=O)NCC1=CC=C(C=C1)C#N)C (3-amino-N-(4-cyanobenzyl)-2-methylpropanamide). Isolated yield 73.6%. Reaction SMILES: [C:1]([C:3]1[CH:23]=[CH:22][C:6]([CH2:7][NH:8][C:9](=[O:21])[CH:10]([CH3:20])[CH2:11][NH:12]C(=O)OC(C)(C)C)=[CH:5][CH:4]=1)#[N:2].C(O)(C(F)(F)F)=O>>[NH2:12][CH2:11][CH:10]([CH3:20])[C:9]([NH:8][CH2:7][C:6]1[CH:5]=[CH:4][C:3]([C:1]#[N:2])=[CH:23][CH:22]=1)=[O:21]. Procedure: A solution of the compound obtained in Step 1 (221 mg, 0.70 mmol) in TFA (1 mL, 12.98 mmol) was stirred at room temperature for 15 min, and concentrated under reduced pressure. To the residue were added ethyl acetate and 1N aqueous sodium hydroxide solution, and the organic layer was separated. The organic layer was washed with water and saturated brine, and dried, and the solvent was evaporated under reduced pressure to give 3-amino-N-(4-cyanobenzyl)-2-methylpropanamide (112 mg, 0.515 mmol, 74.... Starting materials: FC(C=1C=C(C=CC1)B(O)O)(F)F (3-trifluoromethyl-benzene boronic acid), palladium tetrakis-triphenylphosphine, COC([C@H](CC1=CC=C(C=C1)Br)NC(=O)C=1C=C(C=CC1OCCCC)C1=CC(=C(C=C1)F)Cl)=O (3-(4-bromo-phenyl)-2-(S)-[(4-Butoxy-3′-chloro-4′-fluoro-biphenyl-3-carbonyl)-amino]-propionic acid methyl ester), C(=O)([O-])[O-].[Na+].[Na+] (Na2CO3). Run in COCCOC (DME). Reaction conditions: temperature 76 celsius. Product: COC([C@H](CC1=CC=C(C=C1)C1=CC(=CC=C1)C(F)(F)F)NC(=O)C=1C=C(C=CC1OCCCC)C1=CC(=C(C=C1)F)Cl)=O (2-(S)-[(4-Butoxy-3′-chloro-4′-fluoro-biphenyl-3-carbonyl)-amino]-3-(3′-trifluoromethyl-biphenyl-4-yl)-propionic acid methyl ester), methyl ester, C(CCC)OC1=C(C=C(C=C1)C1=CC(=C(C=C1)F)Cl)C(=O)N[C@H](C(=O)O)CC1=CC=C(C=C1)C1=CC(=CC=C1)C(F)(F)F (2-(S)-[(4-Butoxy-3′-chloro-4′-fluoro-biphenyl-3-carbonyl)-amino]-3-(3′-tri fluoromethyl-biphenyl-4-yl)-propionic acid). Reaction SMILES: [CH3:1][O:2][C:3](=[O:35])[C@@H:4]([NH:13][C:14]([C:16]1[CH:17]=[C:18]([C:27]2[CH:32]=[CH:31][C:30]([F:33])=[C:29]([Cl:34])[CH:28]=2)[CH:19]=[CH:20][C:21]=1[O:22][CH2:23][CH2:24][CH2:25][CH3:26])=[O:15])[CH2:5][C:6]1[CH:11]=[CH:10][C:9](Br)=[CH:8][CH:7]=1.[F:36][C:37]([F:48])([F:47])[C:38]1[CH:39]=[C:40](B(O)O)[CH:41]=[CH:42][CH:43]=1.C([O-])([O-])=O.[Na+].[Na+]>COCCOC>[CH3:1][O:2][C:3](=[O:35])[C@@H:4]([NH:13][C:14]([C:16]1[CH:17]=[C:18]([C:27]2[CH:32]=[CH:31][C:30]([F:33])=[C:29]([Cl:34])[CH:28]=2)[CH:19]=[CH:20][C:21]=1[O:22][CH2:23][CH2:24][CH2:25][CH3:26])=[O:15])[CH2:5][C:6]1[CH:11]=[CH:10][C:9]([C:42]2[CH:41]=[CH:40][CH:39]=[C:38]([C:37]([F:48])([F:47])[F:36])[CH:43]=2)=[CH:8][CH:7]=1.[CH2:23]([O:22][C:21]1[CH:20]=[CH:19][C:18]([C:27]2[CH:32]=[CH:31][C:30]([F:33])=[C:29]([Cl:34])[CH:28]=2)=[CH:17][C:16]=1[C:14]([NH:13][C@@H:4]([CH2:5][C:6]1[CH:11]=[CH:10][C:9]([C:42]2[CH:41]=[CH:40][CH:39]=[C:38]([C:37]([F:48])([F:47])[F:36])[CH:43]=2)=[CH:8][CH:7]=1)[C:3]([OH:2])=[O:35])=[O:15])[CH2:24][CH2:25][CH3:26] |f:2.3.4|. Procedure: 2-(S)-[(4-Butoxy-3′-chloro-4′-fluoro-biphenyl-3-carbonyl)-amino]-3-(3′-trifluoromethyl-biphenyl-4-yl)-propionic acid methyl ester was prepared following General Procedure D using 3-(4-bromo-phenyl)-2-(S)-[(4-Butoxy-3′-chloro-4′-fluoro-biphenyl-3-carbonyl)-amino]-propionic acid methyl ester ((0.677 g, 1.19 mmol), 3-trifluoromethyl-benzene boronic acid (0.349 g, 1.8 mmol), palladium tetrakis-triphenylphosphine (69 mg, 0.06 mmol), and Na2CO3(aq) (2.0 N, 5 mL, 10 mmol) in DME (10 mL). The mixture wa... The reactants are CO, C1CCOC1, O=c1cc(CCN2CCC(c3c[nH]c4ccccc34)CC2)c2cc([N+](=O)[O-])ccc2[nH]1. Product: Nc1ccc2[nH]c(=O)cc(CCN3CCC(c4c[nH]c5ccccc45)CC3)c2c1. Reaction SMILES: [CH3:37][OH:38].[O:1]1[CH2:2][CH2:3][CH2:4][CH2:5]1.[nH:6]1[cH:7][c:8]([CH:15]2[CH2:16][CH2:17][N:18]([CH2:21][CH2:22][c:23]3[cH:24][c:25](=[O:36])[nH:26][c:27]4[cH:28][cH:29][c:30]([N+:33]([O-:34])=[O:35])[cH:31][c:32]34)[CH2:19][CH2:20]2)[c:9]2[cH:10][cH:11][cH:12][cH:13][c:14]12>>[nH:6]1[cH:7][c:8]([CH:15]2[CH2:16][CH2:17][N:18]([CH2:21][CH2:22][c:23]3[cH:24][c:25](=[O:36])[nH:26][c:27]4[cH:28][cH:29][c:30]([NH2:33])[cH:31][c:32]34)[CH2:19][CH2:20]2)[c:9]2[cH:10][cH:11][cH:12][cH:13][c:14]12.